This data is from the Open Reaction Database (ORD), a public repository of structured organic reaction records. The task is: describe an organic reaction: reactants, conditions, products, and yield Starting materials: ClCC=1C=C(C(=O)NC2=C(C(=O)NC3=NN(C=C3)C3=CC(=CC=C3)C(F)(F)F)C=C(C=C2)N2CCCCC2)C=CC1 (2-(3-(chloromethyl)benzamido)-5-(piperidin-1-yl)-N-(1-(3-(trifluoromethyl)phenyl)-1H-pyrazol-3-yl)benzamide), SC=1C=C(C(=O)O)C=CC1 (3-mercaptobenzoic acid), C(C)(C)N(C(C)C)CC (N,N-diisopropylethylamine). The reagents and catalysts are [I-].[K+] (potassium iodide). Run in O1CCCC1 (tetrahydrofuran). Conditions: temperature 40 celsius, time 24 hour. Yields the product N1(CCCCC1)C1=CC(=C(C=C1)NC(=O)C=1C=C(CSC=2C=C(C(=O)O)C=CC2)C=CC1)C(NC1=NN(C=C1)C1=CC(=CC=C1)C(F)(F)F)=O (3-((3-((4-(Piperidin-1-yl)-2-((1-(3-(trifluoromethyl)phenyl)-1H-pyrazol-3-yl)carbamoyl)phenyl)carbamoyl)benzyl)thio)benzoic acid). The yield is 63.3%. Reaction SMILES: Cl[CH2:2][C:3]1[CH:4]=[C:5]([CH:39]=[CH:40][CH:41]=1)[C:6]([NH:8][C:9]1[CH:32]=[CH:31][C:30]([N:33]2[CH2:38][CH2:37][CH2:36][CH2:35][CH2:34]2)=[CH:29][C:10]=1[C:11]([NH:13][C:14]1[CH:18]=[CH:17][N:16]([C:19]2[CH:24]=[CH:23][CH:22]=[C:21]([C:25]([F:28])([F:27])[F:26])[CH:20]=2)[N:15]=1)=[O:12])=[O:7].[SH:42][C:43]1[CH:44]=[C:45]([CH:49]=[CH:50][CH:51]=1)[C:46]([OH:48])=[O:47].C(N(CC)C(C)C)(C)C>O1CCCC1.[I-].[K+]>[N:33]1([C:30]2[CH:31]=[CH:32][C:9]([NH:8][C:6]([C:5]3[CH:4]=[C:3]([CH:41]=[CH:40][CH:39]=3)[CH2:2][S:42][C:43]3[CH:44]=[C:45]([CH:49]=[CH:50][CH:51]=3)[C:46]([OH:48])=[O:47])=[O:7])=[C:10]([C:11](=[O:12])[NH:13][C:14]3[CH:18]=[CH:17][N:16]([C:19]4[CH:24]=[CH:23][CH:22]=[C:21]([C:25]([F:28])([F:27])[F:26])[CH:20]=4)[N:15]=3)[CH:29]=2)[CH2:38][CH2:37][CH2:36][CH2:35][CH2:34]1 |f:4.5|. Procedure details: Into a 250-mL round bottom flask, was placed a solution of 2-(3-(chloromethyl)benzamido)-5-(piperidin-1-yl)-N-(1-(3-(trifluoromethyl)phenyl)-1H-pyrazol-3-yl)benzamide 21a (1.6 g, 2.56 mmol, 1.00 equiv) in tetrahydrofuran (100 mL), 3-mercaptobenzoic acid (390 mg, 2.53 mmol, 0.99 equiv), potassium iodide (21.2 mg, 0.13 mmol, 0.05 equiv), and N,N-diisopropylethylamine (660 mg, 5.12 mmol, 2.00 equiv). The resulting solution was stirred for 24 h at 40° C. in an oil bath. The reaction progress was mon... The reactants are [F-].C(CCC)[N+](CCCC)(CCCC)CCCC (Tetrabutylammonium fluoride), C(C1=CC=CC=C1)OC1=C(C=NC=C1)N(S(=O)(=O)C)S(=O)(=O)C (N-(4-(benzyloxy)pyridin-3-yl)-N-(methylsulfonyl)methane sulfonamide). The solvent is C1CCOC1 (THF), C1CCOC1 (THF). Conditions: temperature 60 celsius, time 15 minute. Yields the product C(C1=CC=CC=C1)OC1=C(C=NC=C1)NS(=O)(=O)C (N-(4-(benzyloxy)pyridin-3-yl)methane sulfonamide). Reaction SMILES: [F-].C([N+](CCCC)(CCCC)CCCC)CCC.[CH2:19]([O:26][C:27]1[CH:32]=[CH:31][N:30]=[CH:29][C:28]=1[N:33](S(C)(=O)=O)[S:34]([CH3:37])(=[O:36])=[O:35])[C:20]1[CH:25]=[CH:24][CH:23]=[CH:22][CH:21]=1>C1COCC1>[CH2:19]([O:26][C:27]1[CH:32]=[CH:31][N:30]=[CH:29][C:28]=1[NH:33][S:34]([CH3:37])(=[O:36])=[O:35])[C:20]1[CH:25]=[CH:24][CH:23]=[CH:22][CH:21]=1 |f:0.1|. Reported procedure: Tetrabutylammonium fluoride 1M in THF (12.2 ml, 42 mmol, 2.5 eq) was added to a solution of N-(4-(benzyloxy)pyridin-3-yl)-N-(methylsulfonyl)methane sulfonamide (6 g, 16.8 mmol, 1 eq) in THF at room temperature. The reaction mixture was refluxed at 60° C. for 10 h. The solution was concentrated completely and diluted with water (5 mL) and was allowed to stir for 15 minutes. The solid precipitated was filtered, washed with water and dried under vacuum yielding the expected product as a pale brown ... Starting materials: C1(CCCC1)CC(C(=O)O)N1N=CC(=CC1=O)OC1=C(C=CC=C1)N1CCCC1 (3-cyclopentyl-2-[6-oxo-4-(2-pyrrolidin-1-yl-phenoxy)-6H-pyridazin-1-yl]-propionic acid), NC1=NN(C=C1)CC(C)(O)C (1-(3-amino-pyrazol-1-yl)-2-methyl-propan-2-ol), C1(CCCC1)CC(C(=O)O)N1N=CC(=CC1=O)OC1=C(C=CC=C1)N1CCCC1 (3-cyclopentyl-2-[6-oxo-4-(2-pyrrolidin-1-yl-phenoxy)-6H-pyridazin-1-yl]-propionic acid), NC1=NN(C=C1)CC(C)(O)C (1-(3-amino-pyrazol-1-yl)-2-methyl-propan-2-ol). The product is C1(CCCC1)CC(C(=O)NC1=NN(C=C1)CC(C)(C)O)N1N=CC(=CC1=O)OC1=C(C=CC=C1)N1CCCC1 (3-cyclopentyl-N-[1-(2-hydroxy-2-methyl-propyl)-1H-pyrazol-3-yl]-2-[6-oxo-4-(2-pyrrolidin-1-yl-phenoxy)-6H-pyridazin-1-yl]-propionamide). Isolated yield 34.0%. Procedure: Using the method described in Example 17, 3-cyclopentyl-2-[6-oxo-4-(2-pyrrolidin-1-yl-phenoxy)-6H-pyridazin-1-yl]-propionic acid (Intermediate 51) and 1-(3-amino-pyrazol-1-yl)-2-methyl-propan-2-ol (Intermediate 1) afforded 3-cyclopentyl-N-[1-(2-hydroxy-2-methyl-propyl)-1H-pyrazol-3-yl]-2-[6-oxo-4-(2-pyrrolidin-1-yl-phenoxy)-6H-pyridazin-1-yl]-propionamide as a yellow solid (0.50 g, 34%); ES+-HRMS m/e calcd for C29H38N6O4 [M+H+] 535.3028 found 535.3027. 1H-NMR (400 MHz, DMSO-d6) δ ppm 1.05 (s, 3H... As a reaction SMILES: [CH:1]1([CH2:6][CH:7]([N:11]2[C:16](=[O:17])[CH:15]=[C:14]([O:18][C:19]3[CH:24]=[CH:23][CH:22]=[CH:21][C:20]=3[N:25]3[CH2:29][CH2:28][CH2:27][CH2:26]3)[CH:13]=[N:12]2)[C:8](O)=[O:9])[CH2:5][CH2:4][CH2:3][CH2:2]1.[NH2:30][C:31]1[CH:35]=[CH:34][N:33]([CH2:36][C:37]([CH3:40])([OH:39])[CH3:38])[N:32]=1>>[CH:1]1([CH2:6][CH:7]([N:11]2[C:16](=[O:17])[CH:15]=[C:14]([O:18][C:19]3[CH:24]=[CH:23][CH:22]=[CH:21][C:20]=3[N:25]3[CH2:29][CH2:28][CH2:27][CH2:26]3)[CH:13]=[N:12]2)[C:8]([NH:30][C:31]2[CH:35]=[CH:34][N:33]([CH2:36][C:37]([OH:39])([CH3:38])[CH3:40])[N:32]=2)=[O:9])[CH2:2][CH2:3][CH2:4][CH2:5]1. The reactants are C=Cc1cccn(-c2ccc([N+](=O)[O-])cc2C)c1=O, B1C2CCCC1CCC2, [Na+], [Na+], [Na+], C1CCOC1, [OH-], O, OO, O=S([O-])OS(=O)[O-]. The product is Cc1cc([N+](=O)[O-])ccc1-n1cccc(CCO)c1=O. RXN SMILES: [CH3:1][c:2]1[c:3](-[n:11]2[c:12](=[O:19])[c:13]([CH:17]=[CH2:18])[cH:14][cH:15][cH:16]2)[cH:4][cH:5][c:6]([N+:8](=[O:9])[O-:10])[cH:7]1.[CH:20]12[CH2:21][CH2:22][CH2:23][CH:24]([BH:25]1)[CH2:26][CH2:27][CH2:28]2.[Na+:30].[Na+:40].[Na+:41].[O:42]1[CH2:43][CH2:44][CH2:45][CH2:46]1.[OH-:29].[OH2:47].[OH:31][OH:32].[S:33](=[O:34])([O:35][S:36]([O-:37])=[O:38])[O-:39]>>[CH3:1][c:2]1[c:3](-[n:11]2[c:12](=[O:19])[c:13]([CH2:17][CH2:18][OH:34])[cH:14][cH:15][cH:16]2)[cH:4][cH:5][c:6]([N+:8](=[O:9])[O-:10])[cH:7]1. Solvent: C(C)O (ethanol). Reported procedure: 2-[[[5-(N,N-Dimethylaminomethyl)2-thienyl]methyl]thio]ethanamine (4.3 g) and 1-nitro-2,2-bis(methylthio)ethylene (3.3 g) in ethanol (50 ml) were heated at reflux for 51/2 hr. Methoxyethylamine (1.8 ml) was added and the reaction heated at reflux for 22 hr. The solvent was removed and the residual oil was purified by column chromatography (silica/methanol). The resultant solid was recrystallised from isopropyl acetate to give the title compound as a white solid (1.04 g). m.p. 79°-80°. TLC silica/... The reactants are CN(C)CC1=CC=C(S1)CSCCN (2-[[[5-(N,N-Dimethylaminomethyl)2-thienyl]methyl]thio]ethanamine), [N+](=O)([O-])C=C(SC)SC (1-nitro-2,2-bis(methylthio)ethylene), COCCN (Methoxyethylamine). The product is COCCNC(=C[N+](=O)[O-])NCCSCC=1SC(=CC1)CN(C)C (N-Methoxyethyl-N'-[2-[[[5-(N,N-dimethylaminomethyl)2-thienyl]methyl]thio]ethyl]2-nitro-1,1-ethenediamine). RXN SMILES: [CH3:1][N:2]([CH2:4][C:5]1[S:9][C:8]([CH2:10][S:11][CH2:12][CH2:13][NH2:14])=[CH:7][CH:6]=1)[CH3:3].[N+:15]([CH:18]=[C:19](SC)SC)([O-:17])=[O:16].[CH3:24][O:25][CH2:26][CH2:27][NH2:28]>C(O)C>[CH3:24][O:25][CH2:26][CH2:27][NH:28][C:19]([NH:14][CH2:13][CH2:12][S:11][CH2:10][C:8]1[S:9][C:5]([CH2:4][N:2]([CH3:1])[CH3:3])=[CH:6][CH:7]=1)=[CH:18][N+:15]([O-:17])=[O:16]. The reactants are CCOC(=O)c1c(C)[nH]c(C=O)c1C, CO, [K+], [OH-]. Yields the product Cc1[nH]c(C=O)c(C)c1C(=O)O. RXN SMILES: [CH2:1]([CH3:2])[O:3][C:4](=[O:5])[c:6]1[c:7]([CH3:14])[nH:8][c:9]([CH:12]=[O:13])[c:10]1[CH3:11].[CH3:17][OH:18].[K+:16].[OH-:15]>>[O:3]=[C:4]([OH:5])[c:6]1[c:7]([CH3:14])[nH:8][c:9]([CH:12]=[O:13])[c:10]1[CH3:11]. The reactants are C(C)OC(=O)N1CCN(CC1)C(=O)C(CC=1N=CNC1)NC(=O)C1=NC2=CC=CC=C2C(=C1)OC (2-[1-(4-(ethoxycarbonyl)piperazin-1-yl)carbonyl-2-(imidazol-4-yl)ethyl]aminocarbonyl-4-methoxyquinoline), t-butyl bromo acetate, C([O-])([O-])=O.[K+].[K+] (potassium carbonate), [Na+].[I-] (NaI). Run in CN(C)C=O (DMF). Reaction conditions: temperature 50 celsius. Yields the product NC(=O)C1=NC2=CC=CC=C2C(=C1)OC (aminocarbonyl-4-methoxyquinoline). Yield: 88.3%. Reaction SMILES: C(OC(N1CCN(C(C([NH:21][C:22]([C:24]2[CH:33]=[C:32]([O:34][CH3:35])[C:31]3[C:26](=[CH:27][CH:28]=[CH:29][CH:30]=3)[N:25]=2)=[O:23])CC2N=CNC=2)=O)CC1)=O)C.C(=O)([O-])[O-].[K+].[K+].[Na+].[I-]>CN(C=O)C>[NH2:21][C:22]([C:24]1[CH:33]=[C:32]([O:34][CH3:35])[C:31]2[C:26](=[CH:27][CH:28]=[CH:29][CH:30]=2)[N:25]=1)=[O:23] |f:1.2.3,4.5|. Reported procedure: To a solution of 2-[1-(4-(ethoxycarbonyl)piperazin-1-yl)carbonyl-2-(imidazol-4-yl)ethyl]aminocarbonyl-4-methoxyquinoline (69 mg, 0.14 mmol) in DMF (2 mL) was added t-butyl bromo acetate (0.026 mL, 1.2 eq.), potassium carbonate (30 mg, 1.5 eq), NaI (2.0 mg, 0.1 eq.). The reaction mixture was heated at 50° C. for 1 hour. Evaporation followed by flash column chromatography with 2%–3% MeOH in methylene chloride afforded 2-[1-(4-(ethoxycarbonyl)piperazin-1-yl)carbonyl-2-(1-(t-butoxycarbonyl)methyl)im... The reactants are O=P(O)(O)Cc1ccccc1, [CH2]C, ClC(Cl)Cl, c1cc2cc3ccc(cc4ccc(cc5ccc(cc1n2)[nH]5)n4)[nH]3. Product: O=P(O)(O)Cc1ccccc1, c1cc2cc3ccc(cc4ccc(cc5ccc(cc1n2)[nH]5)n4)[nH]3. As a reaction SMILES: [CH2:1]([c:2]1[cH:3][cH:4][cH:5][cH:6][cH:7]1)[P:8]([OH:9])([OH:10])=[O:11].[CH2:36][CH3:37].[Cl:38][CH:39]([Cl:40])[Cl:41].[cH:12]1[cH:13][c:14]2[cH:15][c:16]3[cH:17][cH:18][c:19]([cH:20][c:21]4[cH:22][cH:23][c:24]([cH:25][c:26]5[cH:27][cH:28][c:29]([cH:30][c:31]1[n:32]2)[nH:33]5)[n:34]4)[nH:35]3>>[CH2:1]([c:2]1[cH:3][cH:4][cH:5][cH:6][cH:7]1)[P:8](=[O:9])([OH:10])[OH:11].[cH:12]1[cH:13][c:14]2[cH:15][c:16]3[cH:17][cH:18][c:19]([cH:20][c:21]4[cH:22][cH:23][c:24]([cH:25][c:26]5[cH:27][cH:28][c:29]([cH:30][c:31]1[nH:32]2)[n:33]5)[nH:34]4)[n:35]3. The reactants are ClC1=NC=CC(=N1)N1C([C@](CC1)(C#N)C1CC1)=O ((3S)-1-(2-chloropyrimidin-4-yl)-3-cyclopropyl-2-oxopyrrolidine-3-carbonitrile), NC=1C=NN(C1)C1CN(C1)C(=O)OC(C)(C)C (tert-butyl 3-(4-amino-1H-pyrazol-1-yl)azetidine-1-carboxylate), C([O-])([O-])=O.[Cs+].[Cs+] (cesium carbonate), C1(=CC=CC=C1)P(C1=C(C2=CC=CC=C2C=C1)C1=C(C=CC2=CC=CC=C12)P(C1=CC=CC=C1)C1=CC=CC=C1)C1=CC=CC=C1 (2,2′-bis(diphenylphosphino)-1,1′-binaphthyl). The reagents and catalysts are C=1C=CC(=CC1)/C=C/C(=O)/C=C/C2=CC=CC=C2.C=1C=CC(=CC1)/C=C/C(=O)/C=C/C2=CC=CC=C2.C=1C=CC(=CC1)/C=C/C(=O)/C=C/C2=CC=CC=C2.[Pd].[Pd] (tris(dibenzylideneacetone)dipalladium(0)). Run in O1CCCC1 (tetrahydrofuran). Reaction conditions: temperature 90 celsius, time 10 hour. Yields the product C(#N)[C@@]1(C(N(CC1)C1=NC(=NC=C1)NC=1C=NN(C1)C1CN(C1)C(=O)OC(C)(C)C)=O)C1CC1 (tert-butyl 3-(4-((4-((3S)-3-cyano-3-cyclopropyl-2-oxopyrrolidin-1-yl)pyrimidin-2-yl)amino)-1H-pyrazol-1-yl)azetidine-1-carboxylate). The yield is 58.4%. RXN SMILES: Cl[C:2]1[N:7]=[C:6]([N:8]2[CH2:12][CH2:11][C@:10]([CH:15]3[CH2:17][CH2:16]3)([C:13]#[N:14])[C:9]2=[O:18])[CH:5]=[CH:4][N:3]=1.[NH2:19][C:20]1[CH:21]=[N:22][N:23]([CH:25]2[CH2:28][N:27]([C:29]([O:31][C:32]([CH3:35])([CH3:34])[CH3:33])=[O:30])[CH2:26]2)[CH:24]=1.C(=O)([O-])[O-].[Cs+].[Cs+].C1(P(C2C=CC=CC=2)C2C=CC3C(=CC=CC=3)C=2C2C3C(=CC=CC=3)C=CC=2P(C2C=CC=CC=2)C2C=CC=CC=2)C=CC=CC=1>O1CCCC1.C1C=CC(/C=C/C(/C=C/C2C=CC=CC=2)=O)=CC=1.C1C=CC(/C=C/C(/C=C/C2C=CC=CC=2)=O)=CC=1.C1C=CC(/C=C/C(/C=C/C2C=CC=CC=2)=O)=CC=1.[Pd].[Pd]>[C:13]([C@@:10]1([CH:15]2[CH2:17][CH2:16]2)[CH2:11][CH2:12][N:8]([C:6]2[CH:5]=[CH:4][N:3]=[C:2]([NH:19][C:20]3[CH:21]=[N:22][N:23]([CH:25]4[CH2:28][N:27]([C:29]([O:31][C:32]([CH3:35])([CH3:34])[CH3:33])=[O:30])[CH2:26]4)[CH:24]=3)[N:7]=2)[C:9]1=[O:18])#[N:14] |f:2.3.4,7.8.9.10.11|. Reported procedure: To a solution of (3S)-1-(2-chloropyrimidin-4-yl)-3-cyclopropyl-2-oxopyrrolidine-3-carbonitrile (300 mg) obtained in Step E of Example 103, tert-butyl 3-(4-amino-1H-pyrazol-1-yl)azetidine-1-carboxylate (300 mg) obtained in Step B of Example 131, cesium carbonate (740 mg) and 2,2′-bis(diphenylphosphino)-1,1′-binaphthyl (110 mg) in tetrahydrofuran (10 mL) was added tris(dibenzylideneacetone)dipalladium(0) (105 mg), and the mixture was stirred at 90° C. for 10 hr under argon atmosphere. The solvent ... The reactants are N1(N=NC2=C1C=CC=C2)C=O (Benzotriazole-1-carboaldehyde), FC(C(=O)O)(F)F.N1(CCOCC1)C1=C2N=C(N(C2=NC(=N1)C=1C=NC(=NC1)N)CC(F)(F)F)N1CCNCC1 (5-[6-morpholin-4-yl-8-piperazin-1-yl-9-(2,2,2-trifluoroethyl)-9H-purin-2-yl]pyrimidin-2-amine trifluoroacetate). Solvent: O1CCCC1 (tetrahydrofuran), C(C)(=O)OCC (ethyl acetate). Reaction conditions: time 20 minute. Product: NC1=NC=C(C=N1)C1=NC(=C2N=C(N(C2=N1)CC(F)(F)F)N1CCN(CC1)C=O)N1CCOCC1 (4-[2-(2-Aminopyrimidin-5-yl)-6-morpholin-4-yl-9-(2,2,2-trifluoroethyl)-9H-purin-8-yl]piperazine-1-carboaldehyde). The yield is 56.0%. RXN SMILES: N1([CH:10]=[O:11])C2C=CC=CC=2N=N1.FC(F)(F)C(O)=O.[N:19]1([C:25]2[N:33]=[C:32]([C:34]3[CH:35]=[N:36][C:37]([NH2:40])=[N:38][CH:39]=3)[N:31]=[C:30]3[C:26]=2[N:27]=[C:28]([N:46]2[CH2:51][CH2:50][NH:49][CH2:48][CH2:47]2)[N:29]3[CH2:41][C:42]([F:45])([F:44])[F:43])[CH2:24][CH2:23][O:22][CH2:21][CH2:20]1>O1CCCC1.C(OCC)(=O)C>[NH2:40][C:37]1[N:36]=[CH:35][C:34]([C:32]2[N:31]=[C:30]3[C:26]([N:27]=[C:28]([N:46]4[CH2:47][CH2:48][N:49]([CH:10]=[O:11])[CH2:50][CH2:51]4)[N:29]3[CH2:41][C:42]([F:44])([F:43])[F:45])=[C:25]([N:19]3[CH2:24][CH2:23][O:22][CH2:21][CH2:20]3)[N:33]=2)=[CH:39][N:38]=1 |f:1.2|. Procedure: Benzotriazole-1-carboaldehyde (55 mg, 0.38 mmol) was dissolved in tetrahydrofuran (10 ml) followed by the addition of 5-[6-morpholin-4-yl-8-piperazin-1-yl-9-(2,2,2-trifluoroethyl)-9H-purin-2-yl]pyrimidin-2-amine trifluoroacetate (200 mg, 0.29 mmol). The resulting mixture was stirred for 20 minutes and the reaction mixture was diluted with ethyl acetate, washed with 1 M sodium hydroxide and saturated brine, and dried over magnesium sulfate. The solvent was evaporated under reduced pressure and th...